Task: describe an organic reaction: reactants, conditions, products, and yield. Dataset: the Open Reaction Database (ORD), a public repository of structured organic reaction records Reactants: FC1=C(C=C(C=C1)I)B(O)O (2-fluoro-5-iodophenylboronic acid), OO (hydrogen peroxide), solution, [OH-].[Na+] (sodium hydroxide). Reagents/catalysts: [O-2].[O-2].[Mn+4] (manganese dioxide). Solvent: O1CCCC1 (tetrahydrofuran). Run at time 10 minute. Product: FC1=C(C=C(C=C1)I)O (2-Fluoro-5-iodophenol), solid. Isolated yield 65.0%. As a reaction SMILES: [F:1][C:2]1[CH:7]=[CH:6][C:5]([I:8])=[CH:4][C:3]=1B(O)O.[OH:12]O.[OH-].[Na+]>O1CCCC1.[O-2].[O-2].[Mn+4]>[F:1][C:2]1[CH:7]=[CH:6][C:5]([I:8])=[CH:4][C:3]=1[OH:12] |f:2.3,5.6.7|. Procedure: To a cooled solution of 2-fluoro-5-iodophenylboronic acid in tetrahydrofuran (200 mL) at 0° C. add an aqueous solution of 30% hydrogen peroxide (9.92 mL, 103 mmol) dropwise, stir 10 min, and add an aqueous 4 N solution of sodium hydroxide (1.78 mL, 7.12 mmol). Warm the reaction to room temperature and stir overnight. Add manganese dioxide (250 mg) to the reaction, stir 90 min and filter through fluted filter paper. Concentrate and partition the residue between diethyl ether and water. Separate t... Starting materials: ClCC1=NC2=CC(=C(C(=C2C=C1)OC)OC)OC (2-Chloromethyl-5,6,7-trimethoxyquinoline), N1CCNCCC1 (homopiperazine). Product: COC1=C2C=CC(=NC2=CC(=C1OC)OC)CN1CCN(CCC1)CC1=NC2=CC(=C(C(=C2C=C1)OC)OC)OC (N,N′-bis[(5,6,7-trimethoxyquinolin-2-yl)methyl]homopiperazine). RXN SMILES: Cl[CH2:2][C:3]1[CH:12]=[CH:11][C:10]2[C:5](=[CH:6][C:7]([O:17][CH3:18])=[C:8]([O:15][CH3:16])[C:9]=2[O:13][CH3:14])[N:4]=1.[NH:19]1[CH2:25][CH2:24][CH2:23][NH:22][CH2:21][CH2:20]1>>[CH3:14][O:13][C:9]1[C:8]([O:15][CH3:16])=[C:7]([O:17][CH3:18])[CH:6]=[C:5]2[C:10]=1[CH:11]=[CH:12][C:3]([CH2:2][N:19]1[CH2:25][CH2:24][CH2:23][N:22]([CH2:2][C:3]3[CH:12]=[CH:11][C:10]4[C:5](=[CH:6][C:7]([O:17][CH3:18])=[C:8]([O:15][CH3:16])[C:9]=4[O:13][CH3:14])[N:4]=3)[CH2:21][CH2:20]1)=[N:4]2. Procedure details: 2-Chloromethyl-5,6,7-trimethoxyquinoline (400 mg) and homopiperazine (765 mg) were reacted in the same manner as in Example 1 to obtain the title compound as a free base. Starting materials: [Br-].[Br-].[Br-].[NH+]1=CC=CC=C1.[NH+]1=CC=CC=C1.[NH+]1=CC=CC=C1 (Pyridinium tribromide), N1=CN=CC(=C1)C1=C2C=CNC2=CC=C1 (4-pyrimidin-5-yl-1H-indole), O (water). Reagents/catalysts: [Zn] (zinc). The solvent is CC(C)(C)O (2-methyl-2-propanol), C(C)O (ethanol), C(C)(=O)O (acetic acid), C(C)(=O)O (acetic acid). Run at time 1.5 hour. Yields the product N1=CN=CC(=C1)C1=C2CC(NC2=CC=C1)=O (4-pyrimidin-5-yl-1,3-dihydroindol-2-one). Isolated yield 75.0%. RXN SMILES: [Br-].[Br-].[Br-].[NH+]1C=CC=CC=1.[NH+]1C=CC=CC=1.[NH+]1C=CC=CC=1.[N:22]1[CH:27]=[C:26]([C:28]2[CH:36]=[CH:35][CH:34]=[C:33]3[C:29]=2[CH:30]=[CH:31][NH:32]3)[CH:25]=[N:24][CH:23]=1.[OH2:37]>CC(O)(C)C.C(O)C.C(O)(=O)C.[Zn]>[N:24]1[CH:25]=[C:26]([C:28]2[CH:36]=[CH:35][CH:34]=[C:33]3[C:29]=2[CH2:30][C:31](=[O:37])[NH:32]3)[CH:27]=[N:22][CH:23]=1 |f:0.1.2.3.4.5|. Reported procedure: Pyridinium tribromide (90% (Aldrich), 4 g, 11.22 mmol) was added portion-wise over 10 minutes to a suspension of 4-pyrimidin-5-yl-1H-indole (730 mg, 3.74 mmol) in 2-methyl-2-propanol (25 mL), ethanol (15 mL) and acetic acid (9 mL). The mixture was stirred at room temperature for 2 hours after which acetic acid (36 mL), water (1 mL) and zinc (3.2 g, 56.1 mmol) were added. Stirring was continued for 1.5 hours. Residual zinc dust was filtered and washed with methanol. The filtrate was concentrated ... Reactants: Cc1cccc(C)c1[N+](=O)[O-], CC(=O)O, [O-][I+3]([O-])([O-])O, I, O, O=S(=O)(O)O. Product: Cc1cc(I)cc(C)c1[N+](=O)[O-]. As a reaction SMILES: [CH3:1][c:2]1[c:3]([N+:9](=[O:10])[O-:11])[c:4]([CH3:8])[cH:5][cH:6][cH:7]1.[CH3:24][C:25](=[O:26])[OH:27].[I+3:18]([OH:19])([O-:20])([O-:21])[O-:22].[I:17].[OH2:23].[S:12](=[O:13])(=[O:14])([OH:15])[OH:16]>>[CH3:1][c:2]1[c:3]([N+:9](=[O:10])[O-:11])[c:4]([CH3:8])[cH:5][c:6]([I:18])[cH:7]1. Reactants: resultant mixture, C(C(=O)O)(=O)O (Oxalic acid), resultant solution, [OH-].C(C1=CC=CC=C1)[N+](C)(C)C (benzyltrimethylammonium hydroxide). The solvent is CC(=O)C (acetone), CC(=O)C (acetone), CO (methanol). Yields the product C(C(=O)[O-])(=O)[O-].C(C1=CC=CC=C1)[N+](C)(C)C.C(C1=CC=CC=C1)[N+](C)(C)C (bis(benzyltrimethylammonium) oxalate). Yield: 78.4%. Reaction SMILES: [C:1]([OH:6])(=[O:5])[C:2]([OH:4])=[O:3].[OH-].[CH2:8]([N+:15]([CH3:18])([CH3:17])[CH3:16])[C:9]1[CH:14]=[CH:13][CH:12]=[CH:11][CH:10]=1>CC(C)=O.CO>[C:1]([O-:6])(=[O:5])[C:2]([O-:4])=[O:3].[CH2:8]([N+:15]([CH3:18])([CH3:17])[CH3:16])[C:9]1[CH:14]=[CH:13][CH:12]=[CH:11][CH:10]=1.[CH2:8]([N+:15]([CH3:18])([CH3:17])[CH3:16])[C:9]1[CH:14]=[CH:13][CH:12]=[CH:11][CH:10]=1 |f:1.2,5.6.7|. Reported procedure: Oxalic acid in an amount of 10.78 g (0.120 mol) was dissolved in acetone, making a total of 100 g. The resultant solution was mixed with 100 g of 40% by weight solution of benzyltrimethylammonium hydroxide (0.261 mol) in methanol (produced by Tokyo Kasei Kogyo Co., Ltd.), and then 1500 g of acetone was added to the resultant mixture to form white precipitate. Subsequently, the precipitate was collected by means of suction filtration method, dispersed in 500 g of acetone and filtered to collect c... Reactants: Cl.CN(C)CC1C(C2=C(OC3=C2C=CC=C3)CC1)=O (2-[(dimethylamino)methyl]-3,4-dihydro-1(2H)-dibenzofuranone hydrochloride), CC=1NC=CN1 (2-methylimidazole), Cl (hydrochloric acid). The solvent is O (water). Product: Cl.CC=1N(C=CN1)CC1C(C2=C(OC3=C2C=CC=C3)CC1)=O (3,4-Dihydro-2-[(2-methyl-1H-imidazol-1-yl)methyl]-1(2H)-dibenzofuranone hydrochloride). The yield is 15.5%. Reaction SMILES: [ClH:1].CN([CH2:5][CH:6]1[CH2:18][CH2:17][C:9]2[O:10][C:11]3[CH:16]=[CH:15][CH:14]=[CH:13][C:12]=3[C:8]=2[C:7]1=[O:19])C.[CH3:20][C:21]1[NH:22][CH:23]=[CH:24][N:25]=1.Cl>O>[ClH:1].[CH3:20][C:21]1[N:22]([CH2:5][CH:6]2[CH2:18][CH2:17][C:9]3[O:10][C:11]4[CH:16]=[CH:15][CH:14]=[CH:13][C:12]=4[C:8]=3[C:7]2=[O:19])[CH:23]=[CH:24][N:25]=1 |f:0.1,5.6|. Reported procedure: A stirred mixture of 2-[(dimethylamino)methyl]-3,4-dihydro-1(2H)-dibenzofuranone hydrochloride (1.00 g), 2-methylimidazole (1.47 g) and water (25 ml) was heated under reflux for 20 h. The cooled mixture was acidified to pH 1 with aqueous 2M hydrochloric acid and extracted with ethyl acetate (2×50 ml; discarded). The aqueous layer was basified to pH 8 with aqueous saturated sodium bicarbonate, extracted with ethyl acetate (5×40 ml), and the combined organic extracts were washed with water (50 ml)... The reactants are O1CCC(C2=CC=CC=C12)NC=1OCC2=C(N1)C=CC(=C2)N (rac-N2-Chroman-4-yl-4H-benzo[d][1,3]oxazine-2.6-diamine), C1(CC1)C(=O)Cl (cyclopropanecarbonyl chloride). The product is O1CCC(C2=CC=CC=C12)NC=1OCC2=C(N1)C=CC(=C2)NC(=O)C2CC2 (rac-Cyclopropanecarboxylic acid [2-(chroman-4-ylamino)-4H-benzo[d][1,3]oxazin-6-yl]-amide). The yield is 50.0%. Reaction SMILES: [O:1]1[C:10]2[C:5](=[CH:6][CH:7]=[CH:8][CH:9]=2)[CH:4]([NH:11][C:12]2[O:13][CH2:14][C:15]3[CH:21]=[C:20]([NH2:22])[CH:19]=[CH:18][C:16]=3[N:17]=2)[CH2:3][CH2:2]1.[CH:23]1([C:26](Cl)=[O:27])[CH2:25][CH2:24]1>>[O:1]1[C:10]2[C:5](=[CH:6][CH:7]=[CH:8][CH:9]=2)[CH:4]([NH:11][C:12]2[O:13][CH2:14][C:15]3[CH:21]=[C:20]([NH:22][C:26]([CH:23]4[CH2:25][CH2:24]4)=[O:27])[CH:19]=[CH:18][C:16]=3[N:17]=2)[CH2:3][CH2:2]1. Procedure details: Prepared from rac-N2-chroman-4-yl-4H-benzo[d][1,3]oxazine-2,6-diamine (Example 75) (295 mg, 1.0 mmol, HPLC 0.699 min) and cyclopropanecarbonyl chloride (115 mg, 0.55 mmol) according to the procedure described for Example 27. Obtained the title compound as an off-white foam (100 mg, 28%, HPLC 1.353 min), MS (ISP) m/e=364.3 [(M+H)+].